This data is from the Open Reaction Database (ORD), a public repository of structured organic reaction records. The task is: describe an organic reaction: reactants, conditions, products, and yield Starting materials: Cc1ccccc1, CCOC(=O)COC(=O)Oc1ccccc1, c1ccc2c(OCC3CCNC3)cccc2c1. Product: CCOC(=O)COC(=O)N1CCC(COc2cccc3ccccc23)C1. As a reaction SMILES: [CH3:34][c:35]1[cH:36][cH:37][cH:38][cH:39][cH:40]1.[c:18]1([O:24][C:25](=[O:19])[O:27][CH2:28][C:29](=[O:30])[O:31][CH2:32][CH3:33])[cH:20][cH:21][cH:22][cH:23][cH:26]1.[c:1]1([O:11][CH2:12][CH:13]2[CH2:14][NH:15][CH2:16][CH2:17]2)[cH:2][cH:3][cH:4][c:5]2[cH:6][cH:7][cH:8][cH:9][c:10]12>>[c:1]1([O:11][CH2:12][CH:13]2[CH2:14][N:15]([C:25](=[O:24])[O:27][CH2:28][C:29](=[O:30])[O:31][CH2:32][CH3:33])[CH2:16][CH2:17]2)[cH:2][cH:3][cH:4][c:5]2[cH:6][cH:7][cH:8][cH:9][c:10]12. Reactants: ClC1=CC=C(C=C1)C(NC(C)C1=CC(=C(C(=C1)F)F)F)C1=CC(=CC=C1)[N+](=O)[O-] (N-[(4-chlorophenyl)-(3-nitrophenyl)methyl]-N-[1-(3,4,5-trifluorophenyl)ethyl]amine), [BH4-].[Na+] (sodium borohydride). Product: ClC1=CC=C(C=C1)C(C=1C=C(C=CC1)N)NC(C)C1=CC(=C(C(=C1)F)F)F (3-{(4-chlorophenyl)-[1-(3,4,5-trifluorophenyl)ethylamino]methyl}-phenylamine). Procedure: Following a similar reaction, separation and purification procedure to that described in Example (59b), 2.71 g of N-[(4-chlorophenyl)-(3-nitrophenyl)methyl]-N-[1-(3,4,5-trifluorophenyl)ethyl]amine [prepared as described in step (a) above], 3.06 g of nickel chloride hexahydrate and 973 mg of sodium borohydride were reacted, to obtain 946 mg of isomer A and 691 mg of isomer B of the title compound as a colorless oil and white solid, respectively. RXN SMILES: [Cl:1][C:2]1[CH:7]=[CH:6][C:5]([CH:8]([C:21]2[CH:26]=[CH:25][CH:24]=[C:23]([N+:27]([O-])=O)[CH:22]=2)[NH:9][CH:10]([C:12]2[CH:17]=[C:16]([F:18])[C:15]([F:19])=[C:14]([F:20])[CH:13]=2)[CH3:11])=[CH:4][CH:3]=1.[BH4-].[Na+]>O.O.O.O.O.O.[Ni](Cl)Cl>[Cl:1][C:2]1[CH:7]=[CH:6][C:5]([CH:8]([NH:9][CH:10]([C:12]2[CH:13]=[C:14]([F:20])[C:15]([F:19])=[C:16]([F:18])[CH:17]=2)[CH3:11])[C:21]2[CH:22]=[C:23]([NH2:27])[CH:24]=[CH:25][CH:26]=2)=[CH:4][CH:3]=1 |f:1.2,3.4.5.6.7.8.9|. The reagents and catalysts are O.O.O.O.O.O.[Ni](Cl)Cl (nickel chloride hexahydrate). Reactants: [BH4-], C=CCCCC(O)c1ccc(Br)cc1, COCCOCCOC, [K+], [K+], [Na+], [Na+], O=C([O-])[O-], [OH-], O, OO. Product: OCCCCCC(O)c1ccc(Br)cc1. RXN SMILES: [BH4-:25].[Br:1][c:2]1[cH:3][cH:4][c:5]([CH:8]([CH2:9][CH2:10][CH2:11][CH:12]=[CH2:13])[OH:14])[cH:6][cH:7]1.[CH3:27][O:28][CH2:29][CH2:30][O:31][CH2:32][CH2:33][O:34][CH3:35].[K+:19].[K+:20].[Na+:16].[Na+:26].[O-:21][C:22]([O-:23])=[O:24].[OH-:15].[OH2:36].[OH:17][OH:18]>>[Br:1][c:2]1[cH:3][cH:4][c:5]([CH:8]([CH2:9][CH2:10][CH2:11][CH2:12][CH2:13][OH:21])[OH:14])[cH:6][cH:7]1. Reactants: COC(=O)C=1C(=NC(=C(C1C1=CC=C(C=C1)F)CC=O)C(C)C)C(C)C (Methyl-2,6-diisopropyl-4-(4-fluorophenyl)-5-(2-oxoethyl)-3-pyridinecarboxylate), O (H2O), C(C)(=O)OCC.CCCCCC (ethyl acetate hexane). Reagents/catalysts: [Br-].C[P+](C1=CC=CC=C1)(C1=CC=CC=C1)C1=CC=CC=C1 (methyl triphenylphosphonium bromide). The product is C(C)(C)C1=NC(=C(C(=C1CO)C1=CC=C(C=C1)F)CC=C)C(C)C (2,6-Diisopropyl-3-hydroxymethyl-4-(4fluorophenyl)-5-(2-propenyl)-pyridine). RXN SMILES: C[O:2][C:3]([C:5]1[C:6]([CH:24]([CH3:26])[CH3:25])=[N:7][C:8]([CH:21]([CH3:23])[CH3:22])=[C:9]([CH2:18][CH:19]=O)[C:10]=1[C:11]1[CH:16]=[CH:15][C:14]([F:17])=[CH:13][CH:12]=1)=O.O.[C:28](OCC)(=O)C.CCCCCC>[Br-].C[P+](C1C=CC=CC=1)(C1C=CC=CC=1)C1C=CC=CC=1>[CH:24]([C:6]1[C:5]([CH2:3][OH:2])=[C:10]([C:11]2[CH:16]=[CH:15][C:14]([F:17])=[CH:13][CH:12]=2)[C:9]([CH2:18][CH:19]=[CH2:28])=[C:8]([CH:21]([CH3:22])[CH3:23])[N:7]=1)([CH3:25])[CH3:26] |f:2.3,4.5|. Procedure: The title compound was prepared from methyl-2,6-diisopropyl-4-(4-fluorophenyl)-5-(2-oxoethyl)-3-pyridinecarboxylate (Example 82, Step A) and methyl triphenylphosphonium bromide according to the procedures described in Example 1, Steps F-H. 1H NMR (300 MHz, CDCl3): δ 7.13 (m, 4 H), 5.73 (m, 1H) 4.81 (dd, J=4.8, 1.8 Hz, 2 H), 4.35 (s, 2 H), 3.43 (septet, J=6.6 Hz, 1 H), 3.21 (septet, J =6.6 Hz, 1 H), 3.07 (d, J=1.8 Hz, 2 H), 1.24 (m, 13 H). FAB-MS: calcd for (C21H26FNO) 327, found 328 (M+H). Anal.... Starting materials: Cl (HCl), solution, C(CC=C)C1=NN=C(O1)N[C@@H](C(C)C)C(=O)OC (methyl N-(5-but-3-en-1-yl-1,3,4-oxadiazol-2-yl)-L-valinate), [Li+].[OH-] (LiOH). Solvent: O.C1CCOC1 (H2O THF). Conditions: time 1 hour. Product: C(CC=C)C1=NN=C(O1)N[C@@H](C(C)C)C(=O)O (N-(5-but-3-en-1-yl-1,3,4-oxadiazol-2-yl)-L-valine). RXN SMILES: [CH2:1]([C:5]1[O:9][C:8]([NH:10][C@H:11]([C:15]([O:17]C)=[O:16])[CH:12]([CH3:14])[CH3:13])=[N:7][N:6]=1)[CH2:2][CH:3]=[CH2:4].[Li+].[OH-].Cl>O.C1COCC1>[CH2:1]([C:5]1[O:9][C:8]([NH:10][C@H:11]([C:15]([OH:17])=[O:16])[CH:12]([CH3:14])[CH3:13])=[N:7][N:6]=1)[CH2:2][CH:3]=[CH2:4] |f:1.2,4.5|. Procedure: To a 0.18 M solution of methyl N-(5-but-3-en-1-yl-1,3,4-oxadiazol-2-yl)-L-valinate (from Step 4) in H2O/THF (1/1 v/v), LiOH (2 eq.) was added at RT. The resulting reaction mixture was stirred for 1 h at RT and then treated with HCl 1N until pH=2 was reached. The aqueous phase was extracted with EtOAc and the organic layer dried over Na2SO4 to obtain a pale yellow solid. MS (ES+) C11H17N3O3 requires: 239 found: 240 (M+H+).